Dataset: the Open Reaction Database (ORD), a public repository of structured organic reaction records. Task: describe an organic reaction: reactants, conditions, products, and yield Reactants: CCO, CCOC(=O)CCCOc1ccc([N+](=O)[O-])c(C=O)c1, [Na], CCOP(=O)(OCC)C1NC(=O)NC1=O. Product: CCOC(=O)CCCOc1ccc([N+](=O)[O-])c(C=C2NC(=O)NC2=O)c1. Reaction SMILES: [CH3:37][CH2:38][OH:39].[CH:17](=[O:18])[c:19]1[cH:20][c:21]([O:22][CH2:23][CH2:24][CH2:25][C:26](=[O:27])[O:28][CH2:29][CH3:30])[cH:31][cH:32][c:33]1[N+:34](=[O:35])[O-:36].[Na:1].[O:2]=[C:3]1[NH:4][CH:5]([P:9]([O:10][CH2:11][CH3:12])(=[O:13])[O:14][CH2:15][CH3:16])[C:6](=[O:8])[NH:7]1>>[O:2]=[C:3]1[NH:4][C:5](=[CH:17][c:19]2[cH:20][c:21]([O:22][CH2:23][CH2:24][CH2:25][C:26](=[O:27])[O:28][CH2:29][CH3:30])[cH:31][cH:32][c:33]2[N+:34](=[O:35])[O-:36])[C:6](=[O:8])[NH:7]1. The reactants are B.O1CCCC1 (Borane tetrahydrofuran), CB1OC([C@@H]2N1CCC2)(C2=CC=CC=C2)C2=CC=CC=C2 ((R)-tetrahydro-1-methyl-3,3-diphenyl-1H,3H-pyrrolo [1,2-c][1,3,2]oxazaborole), C(C1=CC=CC=C1)OC=1C=CC(=C2C=CC(NC12)=O)C(CCl)=O (8-benzyloxy-5-chloroacetylcarbostyril). Solvent: O1CCCC1 (tetrahydrofuran). Conditions: temperature 5 celsius, time 5 minute. Product: C(C1=CC=CC=C1)OC=1C=CC(=C2C=CC(NC12)=O)[C@H](CCl)O ((R)-8-Benzyloxy-5-(2-chloro-1-hydroxyethyl)carbostyril). RXN SMILES: B.O1CCCC1.CB1N2CCC[C@@H]2C(C2C=CC=CC=2)(C2C=CC=CC=2)O1.[CH2:28]([O:35][C:36]1[CH:37]=[CH:38][C:39]([C:47](=[O:50])[CH2:48][Cl:49])=[C:40]2[C:45]=1[NH:44][C:43](=[O:46])[CH:42]=[CH:41]2)[C:29]1[CH:34]=[CH:33][CH:32]=[CH:31][CH:30]=1>O1CCCC1>[CH2:28]([O:35][C:36]1[CH:37]=[CH:38][C:39]([C@@H:47]([OH:50])[CH2:48][Cl:49])=[C:40]2[C:45]=1[NH:44][C:43](=[O:46])[CH:42]=[CH:41]2)[C:29]1[CH:30]=[CH:31][CH:32]=[CH:33][CH:34]=1 |f:0.1|. Procedure: Borane-tetrahydrofuran complex (1M in tetrahydrofuran, 1 ml, 1 mMol) was added dropwise to a solution of (R)-tetrahydro-1-methyl-3,3-diphenyl-1H,3H-pyrrolo [1,2-c][1,3,2]oxazaborole (0.1 equiv, 30 mg, 0.1 mMol) in tetrahydrofuran (6 ml) at ambient temperature under an argon atmosphere. After 5 minutes, 8-benzyloxy-5-chloroacetylcarbostyril (328 mg, 1 mMol) was added and the reaction mixture was stirred for a further 15 minutes. The reaction mixture was cooled to 5° C. and quenched by the dropwis...